describe an organic reaction: reactants, conditions, products, and yield From a dataset of the Open Reaction Database (ORD), a public repository of structured organic reaction records. Reactants: ClC=1C=C(C=CC1)C1=CC=C(C=C1)C[C@H](C[C@H](C(=O)OCC)C)NC(=O)C1=NOC(N1)=O ((2R,4S)-ethyl 5-(3′-chlorobiphenyl-4-yl)-2-methyl-4-(5-oxo-4,5-dihydro-1,2,4-oxadiazole-3-carboxamido)pentanoate), [OH-].[Na+] (NaOH). The solvent is CO (MeOH). Reaction conditions: time 2 hour. Yields the product ClC=1C=C(C=CC1)C1=CC=C(C=C1)C[C@H](C[C@H](C(=O)O)C)NC(=O)C1=NOC(N1)=O ((2R,4S)-5-(3′-chlorobiphenyl-4-yl)-2-methyl-4-(5-oxo-4,5-dihydro-1,2,4-oxadiazole-3-carboxamido)pentanoic acid). Isolated yield 93.1%. Reaction SMILES: [Cl:1][C:2]1[CH:3]=[C:4]([C:8]2[CH:13]=[CH:12][C:11]([CH2:14][C@@H:15]([NH:24][C:25]([C:27]3[NH:31][C:30](=[O:32])[O:29][N:28]=3)=[O:26])[CH2:16][C@@H:17]([CH3:23])[C:18]([O:20]CC)=[O:19])=[CH:10][CH:9]=2)[CH:5]=[CH:6][CH:7]=1.[OH-].[Na+]>CO>[Cl:1][C:2]1[CH:3]=[C:4]([C:8]2[CH:9]=[CH:10][C:11]([CH2:14][C@@H:15]([NH:24][C:25]([C:27]3[NH:31][C:30](=[O:32])[O:29][N:28]=3)=[O:26])[CH2:16][C@@H:17]([CH3:23])[C:18]([OH:20])=[O:19])=[CH:12][CH:13]=2)[CH:5]=[CH:6][CH:7]=1 |f:1.2|. Procedure details: To a solution of (2R,4S)-ethyl 5-(3′-chlorobiphenyl-4-yl)-2-methyl-4-(5-oxo-4,5-dihydro-1,2,4-oxadiazole-3-carboxamido)pentanoate (25 mg, 0.055 mmol) in MeOH (2 mL) is added aqueous 1 N NaOH (4 mL). After stirring at room temperature for 2 hours, the crude is quenched with 1N HCl and concentrated under reduced pressure to remove MeOH. The crude is diluted with EtOAc. The organic layer is washed with brine, dried over Na2SO4, filtered and concentrated under reduced pressure. The obtained residue ... Starting materials: O (water), CCOCC (ether), CC(C)(C)[Si](OCC1(CC(=NO1)CC)COCCCCCCCCCCCCCCCC)(C)C (5-[[[(1,1-dimethylethyl)dimethylsilyl]oxy]methyl]-3-ethyl-5-[(hexadecyloxy)methyl]-4,5-dihydroisoxazole), [F-].C(CCC)[N+](CCCC)(CCCC)CCCC (tetrabutylammonium fluoride). Run in [Cl-].[Na+].O (brine), O1CCCC1 (tetrahydrofuran), O1CCCC1 (tetrahydrofuran). The product is C(C)C1=NO[C@@](C1)(CO)COCCCCCCCCCCCCCCCC ((S)-3-Ethyl-4,5-dihydro-5-[(hexadecyloxy)methyl]-5-isoxazolemethanol). Yield: 77.9%. As a reaction SMILES: CC([Si](C)(C)[O:6][CH2:7][C:8]1([CH2:15][O:16][CH2:17][CH2:18][CH2:19][CH2:20][CH2:21][CH2:22][CH2:23][CH2:24][CH2:25][CH2:26][CH2:27][CH2:28][CH2:29][CH2:30][CH2:31][CH3:32])[O:12][N:11]=[C:10]([CH2:13][CH3:14])[CH2:9]1)(C)C.[F-].C([N+](CCCC)(CCCC)CCCC)CCC.O.CCOCC>O1CCCC1.[Cl-].[Na+].O>[CH2:13]([C:10]1[CH2:9][C@@:8]([CH2:15][O:16][CH2:17][CH2:18][CH2:19][CH2:20][CH2:21][CH2:22][CH2:23][CH2:24][CH2:25][CH2:26][CH2:27][CH2:28][CH2:29][CH2:30][CH2:31][CH3:32])([CH2:7][OH:6])[O:12][N:11]=1)[CH3:14] |f:1.2,6.7.8|. Reported procedure: To a solution of 500 mg of 5-[[[(1,1-dimethylethyl)dimethylsilyl]oxy]methyl]-3-ethyl-5-[(hexadecyloxy)methyl]-4,5-dihydroisoxazole in 10 ml of tetrahydrofuran is added 2.13 ml of 1M tetrabutylammonium fluoride in tetrahydrofuran. After 2 hours the reaction is poured into water, ether and brine. The organic layer is separated, dried and evaporated, to give 300 mg of the desired compound. Starting materials: O1C(C1)COC1CCC2(CCC(CC2)CCC2=COC=C2)CC1 (9-(oxiranylmethoxy)-3-(2-(3-furyl)ethyl)-spiro[5.5]-undecane), [N-]=[N+]=[N-].[Na+] (sodium azide). The reagents and catalysts are S(=O)(=O)(O)[O-].C(CCC)[N+](CCCC)(CCCC)CCCC (tetrabutylammonium hydrogen sulfate). Solvent: O (water), C1=CC=CC=C1 (benzene), C(C)(=O)OCC (ethyl acetate). Product: N(=[N+]=[N-])C(COC1CCC2(CCC(CC2)CCC2=COC=C2)CC1)CO (9-(2-azido-3-hydroxypropoxy)-3-(2-(3-furyl)ethyl)-spiro[5.5]-undecane). Yield: 80.8%. RXN SMILES: [O:1]1[CH2:3][CH:2]1[CH2:4][O:5][CH:6]1[CH2:23][CH2:22][C:9]2([CH2:14][CH2:13][CH:12]([CH2:15][CH2:16][C:17]3[CH:21]=[CH:20][O:19][CH:18]=3)[CH2:11][CH2:10]2)[CH2:8][CH2:7]1.[N-:24]=[N+:25]=[N-:26].[Na+]>S([O-])(O)(=O)=O.C([N+](CCCC)(CCCC)CCCC)CCC.O.C1C=CC=CC=1.C(OCC)(=O)C>[N:24]([CH:2]([CH2:3][OH:1])[CH2:4][O:5][CH:6]1[CH2:23][CH2:22][C:9]2([CH2:14][CH2:13][CH:12]([CH2:15][CH2:16][C:17]3[CH:21]=[CH:20][O:19][CH:18]=3)[CH2:11][CH2:10]2)[CH2:8][CH2:7]1)=[N+:25]=[N-:26] |f:1.2,3.4|. Procedure: A solution of 0.12 g of 9-(oxiranylmethoxy)-3-(2-(3-furyl)ethyl)-spiro[5.5]-undecane (prepared as intermediate in Ex. 21), 0.130 g of sodium azide and 0.030 g of tetrabutylammonium hydrogen sulfate in 1.5 ml of water and 1.5 ml of benzene was vigorously stirred at reflux temperature for 48 hrs. The reaction mixture was then cooled to room temperature, diluted with ethyl acetate, the organic phase washed with water several times, dried on sodium sulfate and evaporated to dryness. The residue was ... Starting materials: [C@@H]1(C[C@H](O)[C@@H](CO)O1)N1C(=O)NC(=O)C(C)=C1 (thymidine), C(CC)SC1=C2N=CNC2=NC=N1 (6-Propylthio-9H-purine), Purine nucleoside, F[C@H]1C[C@@H](O[C@@H]1CO)N1C(=O)NC(=O)C=C1 (2',3'-dideoxy-3'-fluorouridine), [N-]=[N+]=[N-].[K+] (potassium azide). Solvent: CO (MeOH), P(=O)([O-])([O-])[O-].[K+].[K+].[K+] (potassium phosphate). Run at temperature 45 celsius, time 4 day. Yields the product F[C@H]1C[C@@H](O[C@@H]1CO)N1C2=NC=NC(=C2N=C1)SCCC (9-(2,3-dideoxy-3-fluoro-β-D-erythro-pentofuranosyl)-6-propylthio-9H-purine). The yield is 39.3%. Reaction SMILES: [CH2:1]([S:4][C:5]1[N:13]=[CH:12][N:11]=[C:10]2[C:6]=1[N:7]=[CH:8][NH:9]2)[CH2:2][CH3:3].[F:14][C@@H:15]1[C@@H:19]([CH2:20][OH:21])[O:18][C@@H:17](N2C=CC(=O)NC2=O)[CH2:16]1.[N-]=[N+]=[N-].[K+].[C@@H]1(N2C=C(C)C(=O)NC2=O)O[C@H](CO)[C@@H](O)C1>P([O-])([O-])([O-])=O.[K+].[K+].[K+].CO>[F:14][C@@H:15]1[C@@H:19]([CH2:20][OH:21])[O:18][C@@H:17]([N:9]2[CH:8]=[N:7][C:6]3[C:10]2=[N:11][CH:12]=[N:13][C:5]=3[S:4][CH2:1][CH2:2][CH3:3])[CH2:16]1 |f:2.3,5.6.7.8|. Procedure: 6-Propylthio-9H-purine (0.50 g, 2.6 mmoles) (Alfred Bader Division of Aldrich Chemical Company) and 2',3'-dideoxy-3'-fluorouridine (0.50 g, 2.2 mmoles) were suspended in 500 ml 10 mM potassium phosphate buffer, pH 7.0, containing 0.04% potassium azide. Purine nucleoside phosphorylase (1120 I.U.) and thymidine phosphorylase (10,000 I.U.) (Krenitsky, et al., Biochemistry, 20, 3615, 1981 and U.S. Pat. No. 4,381,344) immobilized on DEAE cellulose was added to the reaction and the suspension was stir... The reagents and catalysts are [Pt](=O)=O (platinum (IV) oxide). Reported procedure: A solution of 2,2-dioxo-6-(1,1-dimethylethyl)-8-chloro-1,2,3-benzoxathiazine (2.5 g., 9.2 millimole) in acetic acid (200 ml.) contained in a Parr apparatus is hydrogenated in the presence of platinum (IV) oxide at 20° C. and a pressure (initial) of 50 p.s.i. for five minutes. The catalyst is removed by filtration and the filtrate is evaporated in vocuo to provide the title compound as a residual solid (2.35 g., 93%), m.p. 158°-160° C. Crystallization from 50% ethanol gives analytically pure 2,2-... Reaction SMILES: [O:1]=[S:2]1(=[O:17])[N:7]=[CH:6][C:5]2[CH:8]=[C:9]([C:13]([CH3:16])([CH3:15])[CH3:14])[CH:10]=[C:11]([Cl:12])[C:4]=2[O:3]1>C(O)(=O)C.[Pt](=O)=O>[O:17]=[S:2]1(=[O:1])[NH:7][CH2:6][C:5]2[CH:8]=[C:9]([C:13]([CH3:15])([CH3:14])[CH3:16])[CH:10]=[C:11]([Cl:12])[C:4]=2[O:3]1. Product: O=S1(OC2=C(CN1)C=C(C=C2Cl)C(C)(C)C)=O (2,2-Dioxo-3,4-dihydro-6-(1,1-dimethylethyl)-8-chloro-1,2,3-benzoxathiazine). Reactants: O=S1(OC2=C(C=N1)C=C(C=C2Cl)C(C)(C)C)=O (2,2-dioxo-6-(1,1-dimethylethyl)-8-chloro-1,2,3-benzoxathiazine), 50. Conditions: time 5 minute. Solvent: C(C)(=O)O (acetic acid). The yield is 92.6%.